From a dataset of the Open Reaction Database (ORD), a public repository of structured organic reaction records. describe an organic reaction: reactants, conditions, products, and yield Reactants: [BH4-], COC(=O)C1C(NC(=O)OC(C)(C)C)C(=O)N1OCc1ccccc1, CC(=O)O, CCOC(C)=O, [Cl-], [Na+], [Na+], C1CCOC1, O. Yields the product CC(C)(C)OC(=O)NC1C(=O)N(OCc2ccccc2)C1CO. Reaction SMILES: [BH4-:26].[CH2:1]([c:2]1[cH:3][cH:4][cH:5][cH:6][cH:7]1)[O:8][N:9]1[C:10](=[O:25])[CH:11]([NH:17][C:18](=[O:19])[O:20][C:21]([CH3:22])([CH3:23])[CH3:24])[CH:12]1[C:13](=[O:14])[O:15][CH3:16].[CH3:28][C:29](=[O:30])[OH:31].[CH3:40][CH2:41][O:42][C:43](=[O:44])[CH3:45].[Cl-:33].[Na+:27].[Na+:32].[O:34]1[CH2:35][CH2:36][CH2:37][CH2:38]1.[OH2:39]>>[CH2:1]([c:2]1[cH:3][cH:4][cH:5][cH:6][cH:7]1)[O:8][N:9]1[C:10](=[O:25])[CH:11]([NH:17][C:18](=[O:19])[O:20][C:21]([CH3:22])([CH3:23])[CH3:24])[CH:12]1[CH2:13][OH:14]. Reported procedure: In the same manner as described in Example 51, (3R)-9-benzyl-1,2,3,4-tetrahydro-β-carboline-3-carboxylic acid (1.225 g), 10N NaOH (0.8 ml), carbon disulfide (0.24 ml), dimethylsulfoxide (30 ml) and 2-thenyl chloride (0.66 g) are reacted and treated to give the title compound (0.635 g) as pale yellow powder. Starting materials: C(C1=CC=CC=C1)N1C2=CC=CC=C2C=2C[C@@H](NCC12)C(=O)O ((3R)-9-benzyl-1,2,3,4-tetrahydro-β-carboline-3-carboxylic acid), C1(=CC=CS1)CCl (2-thenyl chloride), [OH-].[Na+] (NaOH), C(=S)=S (carbon disulfide). RXN SMILES: [CH2:1]([N:8]1[C:20]2[CH2:19][NH:18][C@@H:17]([C:21]([OH:23])=[O:22])[CH2:16][C:15]=2[C:14]2[C:9]1=[CH:10][CH:11]=[CH:12][CH:13]=2)[C:2]1[CH:7]=[CH:6][CH:5]=[CH:4][CH:3]=1.[OH-].[Na+].[C:26](=[S:28])=[S:27].[C:29]1([CH2:34]Cl)[S:33][CH:32]=[CH:31][CH:30]=1>CS(C)=O>[CH2:1]([N:8]1[C:20]2[CH2:19][N:18]([C:26]([S:28][CH2:34][C:29]3[S:33][CH:32]=[CH:31][CH:30]=3)=[S:27])[C@@H:17]([C:21]([OH:23])=[O:22])[CH2:16][C:15]=2[C:14]2[C:9]1=[CH:10][CH:11]=[CH:12][CH:13]=2)[C:2]1[CH:3]=[CH:4][CH:5]=[CH:6][CH:7]=1 |f:1.2|. The solvent is CS(=O)C (dimethylsulfoxide). The product is C(C1=CC=CC=C1)N1C2=CC=CC=C2C=2C[C@@H](N(CC12)C(=S)SCC1=CC=CS1)C(=O)O ((3R)-9-Benzyl-2-[(2-thenylthio)thiocarbonyl]-1,2,3,4-tetrahydro-β-carboline-3-carboxylic acid). Reactants: C(CCCCCCCCCCCCC)[Mg]Cl (C14H29MgCl), ClC1=CC=CC(=N1)OS(=O)(=O)C(F)(F)F (6-chloro-2-(trifluoromethanesulfonyloxy)pyridine), Fe(acac)3, C(C(C)C)[Mg]Br (isobutylmagnesium bromide), Fe(acac)3, C(CCCCCCCCCCCCC)[Mg]Cl (C14H29MgCl). The solvent is C1CCOC1 (THF), CN1CCCC1=O (NMP). Run at time 3 minute. Yields the product hexanes ethyl acetate, C(C(C)C)C1=NC(=CC=C1)CCCCCCCCCCCCCC (2-(isobutyl)-6-(tetradecyl)pyridine). Yield: 69.8%. RXN SMILES: Cl[C:2]1[N:7]=[C:6](OS(C(F)(F)F)(=O)=O)[CH:5]=[CH:4][CH:3]=1.[CH2:16]([Mg]Br)[CH:17]([CH3:19])[CH3:18].[CH2:22]([Mg]Cl)[CH2:23][CH2:24][CH2:25][CH2:26][CH2:27][CH2:28][CH2:29][CH2:30][CH2:31][CH2:32][CH2:33][CH2:34][CH3:35]>C1COCC1.CN1C(=O)CCC1>[CH2:16]([C:6]1[CH:5]=[CH:4][CH:3]=[C:2]([CH2:35][CH2:34][CH2:33][CH2:32][CH2:31][CH2:30][CH2:29][CH2:28][CH2:27][CH2:26][CH2:25][CH2:24][CH2:23][CH3:22])[N:7]=1)[CH:17]([CH3:19])[CH3:18]. Procedure details: To a solution of 6-chloro-2-(trifluoromethanesulfonyloxy)pyridine (508 mg, 1.94 mmol) and Fe(acac)3 (34 mg, 0.096 mmol) in THF (8 mL) and NMP (2.3 mL) at 0° C. is slowly added a solution of isobutylmagnesium bromide (2M in Et2O, 1.1 mL, 2.2 mmol) causing a color change to yellow-brown. After stirring for 3 min at that temperature, a solution of C14H29MgCl (1M in THF, 2.3 mL, 2.3 mmol) is introduced via syringe causing an immediate color change to black-violet. After stirring for 5 min, an additi... Starting materials: C1(=CC=CC=C1)NC1=C(C=CC=C1)N (N-phenyl-o-phenylenediamine), COC=1C=C(C(=O)Cl)C=C(C1OC)OC (3,4,5-trimethoxybenzoyl chloride). Run in C(C)OCC (diethyl ether), C(C)OCC (diethyl ether). Conditions: time 8 hour. Yields the product COC=1C=C(C=C(C1OC)OC)C(=O)NC1=C(C=CC=C1)NC1=CC=CC=C1 (N-[(3,4,5-trimethoxyphenyl)carbonyl)-N'-phenyl-phenylenediamine). Reaction SMILES: [C:1]1([NH:7][C:8]2[CH:13]=[CH:12][CH:11]=[CH:10][C:9]=2[NH2:14])[CH:6]=[CH:5][CH:4]=[CH:3][CH:2]=1.[CH3:15][O:16][C:17]1[CH:18]=[C:19]([CH:23]=[C:24]([O:28][CH3:29])[C:25]=1[O:26][CH3:27])[C:20](Cl)=[O:21]>C(OCC)C>[CH3:29][O:28][C:24]1[CH:23]=[C:19]([C:20]([NH:14][C:9]2[CH:10]=[CH:11][CH:12]=[CH:13][C:8]=2[NH:7][C:1]2[CH:2]=[CH:3][CH:4]=[CH:5][CH:6]=2)=[O:21])[CH:18]=[C:17]([O:16][CH3:15])[C:25]=1[O:26][CH3:27]. Procedure: A solution of N-phenyl-o-phenylenediamine (1.84 g, 10 mmol) in diethyl ether (90 ml) was stirred at room temperature as 3,4,5-trimethoxybenzoyl chloride (2.31 g, 10 mmol) in diethyl ether (40 ml) was added dropwise. The reaction mixture was then stirred overnight at room temperature. The solvents were then removed in vacuo leaving N-[(3,4,5-trimethoxyphenyl)carbonyl)-N'-phenyl-phenylenediamine. Reactants: FC1=C(C=CC(=C1)F)N1[N+](=C(C(=N1)C)C)[O-] (2-(2,4-difluorophenyl)-4,5-dimethyl-2H-1,2,3-triazole 1-oxide), FC1=C(C=CC(=C1)F)N1[N+](=C(C(=N1)C)C)[O-] (2-(2,4-difluorophenyl)-4,5-dimethyl-2H-1,2,3-triazole 1-oxide), FC(C(=O)OC(C(F)(F)F)=O)(F)F (trifluoroacetic anhydride). The solvent is C(C)(=O)OCC (ethyl acetate), O1CCCC1 (tetrahydrofuran). Conditions: temperature 110 celsius, time 75 minute. Yields the product FC1=C(C=CC(=C1)F)N1N=C(C(=N1)CO)C ([2-(2,4-difluoro-phenyl)-5-methyl-2H-[1,2,3]triazol-4-yl]-methanol). As a reaction SMILES: [F:1][C:2]1[CH:7]=[C:6]([F:8])[CH:5]=[CH:4][C:3]=1[N:9]1[N:13]=[C:12]([CH3:14])[C:11]([CH3:15])=[N+:10]1[O-].FC(F)(F)C(OC(=O)C(F)(F)F)=[O:20]>O1CCCC1.C(OCC)(=O)C>[F:1][C:2]1[CH:7]=[C:6]([F:8])[CH:5]=[CH:4][C:3]=1[N:9]1[N:13]=[C:12]([CH2:14][OH:20])[C:11]([CH3:15])=[N:10]1. Procedure details: To a solution of 2-(2,4-difluorophenyl)-4,5-dimethyl-2H-1,2,3-triazole 1-oxide (i.e. the product of Step A, 1.78 g, 7.0 mmol) in tetrahydrofuran (14 mL) was added trifluoroacetic anhydride (2.5 mL, 17.5 mmol). The reaction mixture was stirred at 110° C. in the microwave for 75 min. The mixture was diluted with ethyl acetate, washed successively with 1.0 M aqueous sodium hydroxide and 50% aqueous sodium hydroxide, dried (MgSO4) and concentrated under reduced pressure to afford the crude product. ...